The task is: describe an organic reaction: reactants, conditions, products, and yield. This data is from the Open Reaction Database (ORD), a public repository of structured organic reaction records. Starting materials: stock solution, NCCC1=CC=C(C=C1)C1=CC=C(C=C1)C(CNS(=O)(=O)C(C)C)C (N-2-(4-(4-(2-aminoethyl)phenyl)phenyl)propyl 2-propanesulfonamide), C1(=CC=CC=C1)CC(=O)Cl (phenylacetyl chloride). The product is C1(=CC=CC=C1)CC(=O)NCCC1=CC=C(C=C1)C1=CC=C(C=C1)C(CNS(=O)(=O)C(C)C)C (N-2-(4-(4-(2-(phenylacetamido)ethyl)phenyl)phenyl)propyl 2-propanesulfonamide). As a reaction SMILES: [NH2:1][CH2:2][CH2:3][C:4]1[CH:9]=[CH:8][C:7]([C:10]2[CH:15]=[CH:14][C:13]([CH:16]([CH3:25])[CH2:17][NH:18][S:19]([CH:22]([CH3:24])[CH3:23])(=[O:21])=[O:20])=[CH:12][CH:11]=2)=[CH:6][CH:5]=1.[C:26]1([CH2:32][C:33](Cl)=[O:34])[CH:31]=[CH:30][CH:29]=[CH:28][CH:27]=1>>[C:26]1([CH2:32][C:33]([NH:1][CH2:2][CH2:3][C:4]2[CH:5]=[CH:6][C:7]([C:10]3[CH:15]=[CH:14][C:13]([CH:16]([CH3:25])[CH2:17][NH:18][S:19]([CH:22]([CH3:24])[CH3:23])(=[O:21])=[O:20])=[CH:12][CH:11]=3)=[CH:8][CH:9]=2)=[O:34])[CH:31]=[CH:30][CH:29]=[CH:28][CH:27]=1. Reported procedure: The title compound was prepared following the method of Example 147 and using 1 mL of a stock solution of 0.6 g (1.8 mmol) of material from Example 50 and 14 μL (0.11 mmol) phenylacetyl chloride. NMR was consistent with the proposed compound. Reactants: ClC1=CC=C(C=C1)C1=C(C=2N(C(=N1)C)C(NN2)=O)C2=CC=C(C=C2)Cl (7,8-bis(4-chlorophenyl)-5-methyl-[1,2,4]triazolo[4,3-c]pyrimidin-3(2H)-one), ClCC=1C=CC(=NC1)C(F)(F)F (5-(chloromethyl)-2-(trifluoromethyl)pyridine), ClC1=CC=C(C=C1)C1=C(C=2N(C(=N1)C)C(N(N2)CC2=CC=C(C=C2)C(F)(F)F)=O)C2=CC=C(C=C2)Cl (7,8-bis(4-chlorophenyl)-5-methyl-2-(4-(trifluoromethyl)benzyl)-[1,2,4]triazolo[4,3-c]pyrimidin-3(2H)-one). Product: ClC1=CC=C(C=C1)C1=C(C=2N(C(=N1)C)C(N(N2)CC=2C=NC(=CC2)C(F)(F)F)=O)C2=CC=C(C=C2)Cl (7,8-bis(4-chlorophenyl)-5-methyl-2-((6-(trifluoromethyl)pyridin-3-yl)methyl)-[1,2,4]triazolo[4,3-c]pyrimidin-3(2H)-one). RXN SMILES: [Cl:1][C:2]1[CH:7]=[CH:6][C:5]([C:8]2[N:13]=[C:12]([CH3:14])[N:11]3[C:15](=[O:18])[NH:16][N:17]=[C:10]3[C:9]=2[C:19]2[CH:24]=[CH:23][C:22]([Cl:25])=[CH:21][CH:20]=2)=[CH:4][CH:3]=1.Cl[CH2:27][C:28]1[CH:29]=[CH:30][C:31]([C:34]([F:37])([F:36])[F:35])=[N:32][CH:33]=1.ClC1C=CC(C2N=C(C)N3C(=O)N(CC4C=CC(C(F)(F)F)=CC=4)N=C3C=2C2C=CC(Cl)=CC=2)=CC=1>>[Cl:1][C:2]1[CH:7]=[CH:6][C:5]([C:8]2[N:13]=[C:12]([CH3:14])[N:11]3[C:15](=[O:18])[N:16]([CH2:27][C:28]4[CH:33]=[N:32][C:31]([C:34]([F:37])([F:35])[F:36])=[CH:30][CH:29]=4)[N:17]=[C:10]3[C:9]=2[C:19]2[CH:24]=[CH:23][C:22]([Cl:25])=[CH:21][CH:20]=2)=[CH:4][CH:3]=1. Procedure: The title compound was prepared by coupling 7,8-bis(4-chlorophenyl)-5-methyl-[1,2,4]triazolo[4,3-c]pyrimidin-3(2H)-one with 5-(chloromethyl)-2-(trifluoromethyl)pyridine in a manner analogous to that in which 7,8-bis(4-chlorophenyl)-5-methyl-2-(4-(trifluoromethyl)benzyl)-[1,2,4]triazolo[4,3-c]pyrimidin-3(2H)-one was prepared. HPLC/MS: retention time=4.188 min, [M+H]30 =530. Starting materials: CCOC(=O)c1c(C)cc2nc(CO)n(-c3ccccc3S(=O)(=O)NC)c(=O)c2c1C, O=C(Cl)Oc1ccccc1, NCCO, c1ccncc1. Yields the product CCOC(=O)c1c(C)cc2nc(COC(=O)NCCO)n(-c3ccccc3S(=O)(=O)NC)c(=O)c2c1C. RXN SMILES: [CH2:1]([CH3:2])[O:3][C:4](=[O:5])[c:6]1[c:7]([CH3:31])[c:8]2[c:9](=[O:30])[n:10](-[c:19]3[c:20]([S:25]([NH:26][CH3:27])(=[O:28])=[O:29])[cH:21][cH:22][cH:23][cH:24]3)[c:11]([CH2:17][OH:18])[n:12][c:13]2[cH:14][c:15]1[CH3:16].[Cl:32][C:33](=[O:34])[O:35][c:36]1[cH:37][cH:38][cH:39][cH:40][cH:41]1.[NH2:42][CH2:43][CH2:44][OH:45].[cH:46]1[cH:47][cH:48][n:49][cH:50][cH:51]1>>[CH2:1]([CH3:2])[O:3][C:4](=[O:5])[c:6]1[c:7]([CH3:31])[c:8]2[c:9](=[O:30])[n:10](-[c:19]3[c:20]([S:25]([NH:26][CH3:27])(=[O:28])=[O:29])[cH:21][cH:22][cH:23][cH:24]3)[c:11]([CH2:17][O:18][C:33](=[O:34])[NH:42][CH2:43][CH2:44][OH:45])[n:12][c:13]2[cH:14][c:15]1[CH3:16].